Dataset: the Open Reaction Database (ORD), a public repository of structured organic reaction records. Task: describe an organic reaction: reactants, conditions, products, and yield Reactants: ClCc1ccccc1, CCOCC, [Cl-], [Fe+2], O=[N+]([O-])[O-], O=[N+]([O-])[O-], [NH2-], N, [NH4+], [Na], [Na], O, Cc1cc(C)nc(C)c1. The product is Cc1cc(CCc2ccccc2)cc(C)n1. Reaction SMILES: [CH2:14]([c:15]1[cH:16][cH:17][cH:18][cH:19][cH:20]1)[Cl:21].[CH2:24]([O:25][CH2:26][CH3:27])[CH3:28].[Cl-:22].[Fe+2:34].[N+:30]([O-:31])([O-:32])=[O:33].[N+:35]([O-:36])([O-:37])=[O:38].[NH2-:3].[NH3:1].[NH4+:23].[Na:2].[Na:4].[OH2:29].[n:5]1[c:6]([CH3:13])[cH:7][c:8]([CH3:12])[cH:9][c:10]1[CH3:11]>>[n:5]1[c:6]([CH3:13])[cH:7][c:8]([CH2:12][CH2:14][c:15]2[cH:16][cH:17][cH:18][cH:19][cH:20]2)[cH:9][c:10]1[CH3:11]. Reactants: [Si](C)(C)(C(C)(C)C)OCCOC1=CC(=CC=C1)[N+](=O)[O-] (1-(2-t-butyldimethylsilyloxyethoxy)-3-nitrobenzene). The reagents and catalysts are [Pd] (palladium). The solvent is C(C)O (ethanol). Conditions: time 2 hour. Product: [Si](C)(C)(C(C)(C)C)OCCOC=1C=C(N)C=CC1 (3-(2-t-Butyldimethylsilyloxyethoxy)aniline). Yield: 92.9%. Reaction SMILES: [Si:1]([O:8][CH2:9][CH2:10][O:11][C:12]1[CH:17]=[CH:16][CH:15]=[C:14]([N+:18]([O-])=O)[CH:13]=1)([C:4]([CH3:7])([CH3:6])[CH3:5])([CH3:3])[CH3:2]>C(O)C.[Pd]>[Si:1]([O:8][CH2:9][CH2:10][O:11][C:12]1[CH:13]=[C:14]([CH:15]=[CH:16][CH:17]=1)[NH2:18])([C:4]([CH3:7])([CH3:6])[CH3:5])([CH3:3])[CH3:2]. Procedure: To a solution of 1-(2-t-butyldimethylsilyloxyethoxy)-3-nitrobenzene (7.918 g, 27 mmol) in ethanol (150 ml) was added 10% palladium catalyst on charcoal (2 g) and the reaction mixture was hydrogenated at atmospheric pressure for 2 hours. It was then filtered through kieselguhr and evaporated under reduced pressure to yield the product as a yellow oil (6.707 g, 94%) The reactants are COC=C(C(=O)OC)c1ccccc1CBr, COC=C(C(=O)OC)c1ccccc1COn1c(OC(C)C)nc(C(F)(F)F)cc1=O, Cc1ccccc1, CC(C)Oc1nc(O)cc(C(F)(F)F)n1, O. Yields the product COC=C(C(=O)OC)c1ccccc1COc1cc(C(F)(F)F)nc(OC(C)C)n1. Reaction SMILES: [CH3:17][O:18][CH:19]=[C:20]([C:21](=[O:22])[O:23][CH3:24])[c:25]1[c:26]([CH2:31][Br:32])[cH:27][cH:28][cH:29][cH:30]1.[CH3:33][O:34][CH:35]=[C:36]([c:37]1[cH:38][cH:39][cH:40][cH:41][c:42]1[CH2:43][O:44][n:45]1[c:46](=[O:47])[cH:48][c:49]([C:50]([F:51])([F:52])[F:53])[n:54][c:55]1[O:56][CH:57]([CH3:58])[CH3:59])[C:60]([O:61][CH3:62])=[O:63].[CH3:64][c:65]1[cH:66][cH:67][cH:68][cH:69][cH:70]1.[CH:1]([CH3:2])([CH3:3])[O:4][c:5]1[n:6][c:7]([C:12]([F:13])([F:14])[F:15])[cH:8][c:9]([OH:11])[n:10]1.[OH2:16]>>[CH:1]([CH3:2])([CH3:3])[O:4][c:5]1[n:6][c:7]([C:12]([F:13])([F:14])[F:15])[cH:8][c:9]([O:11][CH2:31][c:26]2[c:25]([C:20](=[CH:19][O:18][CH3:17])[C:21](=[O:22])[O:23][CH3:24])[cH:30][cH:29][cH:28][cH:27]2)[n:10]1.